Dataset: the Open Reaction Database (ORD), a public repository of structured organic reaction records. Task: describe an organic reaction: reactants, conditions, products, and yield Starting materials: O=C1NN=C(C=C1)C=1C(=NN2C1C=CC=C2)C2=CC=CC=C2 (3-(3-oxo-2,3-dihydropyridazin-6-yl)-2-phenylpyrazolo[1,5-a]pyridine), P(=O)(Cl)(Cl)Cl (phosphorus oxychloride). Product: ClC=1N=NC(=CC1)C=1C(=NN2C1C=CC=C2)C2=CC=CC=C2 (3-(3-chloropyridazin-6-yl)-2-phenylpyrazolo[1,5-a]pyridine). As a reaction SMILES: O=[C:2]1[CH:7]=[CH:6][C:5]([C:8]2[C:9]([C:17]3[CH:22]=[CH:21][CH:20]=[CH:19][CH:18]=3)=[N:10][N:11]3[CH:16]=[CH:15][CH:14]=[CH:13][C:12]=23)=[N:4][NH:3]1.P(Cl)(Cl)([Cl:25])=O>>[Cl:25][C:2]1[N:3]=[N:4][C:5]([C:8]2[C:9]([C:17]3[CH:22]=[CH:21][CH:20]=[CH:19][CH:18]=3)=[N:10][N:11]3[CH:16]=[CH:15][CH:14]=[CH:13][C:12]=23)=[CH:6][CH:7]=1. Procedure: A mixture of 3-(3-oxo-2,3-dihydropyridazin-6-yl)-2-phenylpyrazolo[1,5-a]pyridine (2.91 g) and phosphorus oxychloride (10 ml) was heated under reflux for 1 hour. Phosphorus oxychloride was evaporated in vacuo. The residue was neutralized by saturated aqueous solution of sodium hydrogen carbonate and extracted with chloroform (30 ml×3). The combined extract was washed with a saturated aqueous solution of sodium chloride (20 ml) and dried over magnesium sulfate. The solvent was evaporated in vacuo ... Reactants: ClC1=C(C(=O)O)C=C(C(=C1O)O)Cl (2,5-Dichloro-3,4-dihydroxybenzoic acid), ClC(C1=CC=CC=C1)(C1=CC=CC=C1)Cl (dichlorodiphenylmethane). The solvent is C1(=CC=CC=C1)C (toluene). Yields the product ClC1=C(C=C(C=2OC(OC21)(C2=CC=CC=C2)C2=CC=CC=C2)Cl)C(=O)O (4,7-dichloro-2,2-diphenyl-benzo[1,3]dioxole-5-carboxylic acid). Yield: 28.2%. As a reaction SMILES: [Cl:1][C:2]1[C:10]([OH:11])=[C:9]([OH:12])[C:8]([Cl:13])=[CH:7][C:3]=1[C:4]([OH:6])=[O:5].Cl[C:15](Cl)([C:22]1[CH:27]=[CH:26][CH:25]=[CH:24][CH:23]=1)[C:16]1[CH:21]=[CH:20][CH:19]=[CH:18][CH:17]=1>C1(C)C=CC=CC=1>[Cl:1][C:2]1[C:10]2[O:11][C:15]([C:16]3[CH:21]=[CH:20][CH:19]=[CH:18][CH:17]=3)([C:22]3[CH:27]=[CH:26][CH:25]=[CH:24][CH:23]=3)[O:12][C:9]=2[C:8]([Cl:13])=[CH:7][C:3]=1[C:4]([OH:6])=[O:5]. Procedure: 2,5-Dichloro-3,4-dihydroxybenzoic acid (1 g, 4.48 mmol) and dichlorodiphenylmethane (2.12 g, 9.96 mmol) are dissolved in toluene (40 ml) and heated to reflux for 24 hours. After cooling the solvent is evaporated and the residue is purified by column chromatography on silic agel (100 g, dichloromethane then 5% methanol in dichloromethane eluant) to yield the acid as white crystals (490 mg, 28%). The reactants are CC=1N=CSC1 (4-methyl-thiazole), O1CCOC12CCC(CC2)=O (1,4-dioxa-spiro[4.5]decan-8-one). The product is CC=1N=C(SC1)C1(CCC2(OCCO2)CC1)O (8-(4-Methyl-thiazol-2-yl)-1,4-dioxa-spiro[4.5]decan-8-ol). As a reaction SMILES: [CH3:1][C:2]1[N:3]=[CH:4][S:5][CH:6]=1.[O:7]1[C:11]2([CH2:16][CH2:15][C:14](=[O:17])[CH2:13][CH2:12]2)[O:10][CH2:9][CH2:8]1>>[CH3:1][C:2]1[N:3]=[C:4]([C:14]2([OH:17])[CH2:15][CH2:16][C:11]3([O:10][CH2:9][CH2:8][O:7]3)[CH2:12][CH2:13]2)[S:5][CH:6]=1. Reported procedure: The title compound was prepared as a white solid from 4-methyl-thiazole (Aldrich) and 1,4-dioxa-spiro[4.5]decan-8-one using the procedure described in Step A of Example 33.